The task is: describe an organic reaction: reactants, conditions, products, and yield. This data is from the Open Reaction Database (ORD), a public repository of structured organic reaction records. The product is CSC1=CC=C(C=C1)NN=C(C1=CC=CC=C1)Cl (benzoyl chloride [p-(methylthio)phenyl]hydrazone). Reported procedure: A mixture consisting of 7.9 g. (0.038 mole) phosphorus pentachloride, 100 ml. carbon tetrachloride, and 9.05 g. (0.035 mole) benzoic acid 2-[p-(methylthio)phenyl]hydrazide (prepared in Part A above) was heated at the reflux temperature until evolution of gas ceased. The reaction mixture was chilled in ice, and a suspension of 11.3 g. (0.12 mole) phenol in 50 ml. carbon tetrachloride was added. After removing the carbon tetrachloride by evaporation under reduced pressure, the resulting triphenylp... As a reaction SMILES: P(Cl)(Cl)(Cl)(Cl)[Cl:2].[CH3:7][S:8][C:9]1[CH:14]=[CH:13][C:12]([NH:15][NH:16][C:17](=O)[C:18]2[CH:23]=[CH:22][CH:21]=[CH:20][CH:19]=2)=[CH:11][CH:10]=1.C1(O)C=CC=CC=1>C(Cl)(Cl)(Cl)Cl>[CH3:7][S:8][C:9]1[CH:14]=[CH:13][C:12]([NH:15][N:16]=[C:17]([Cl:2])[C:18]2[CH:23]=[CH:22][CH:21]=[CH:20][CH:19]=2)=[CH:11][CH:10]=1. Starting materials: P(Cl)(Cl)(Cl)(Cl)Cl (phosphorus pentachloride), CSC1=CC=C(C=C1)NNC(C1=CC=CC=C1)=O (benzoic acid 2-[p-(methylthio)phenyl]hydrazide), C1(=CC=CC=C1)O (phenol). Solvent: C(Cl)(Cl)(Cl)Cl (carbon tetrachloride), C(Cl)(Cl)(Cl)Cl (carbon tetrachloride). Starting materials: OO (hydrogen peroxide), ClC1(CC1)C(CC1=C(C=CC=C1)Cl)(CN1N=CN=C1SC)O (2-(1-chlorocyclopropyl)-1-(2-chlorophenyl)-3-(5-methylthio-1,2,4-triazol-1-yl)-propan-2-ol), C(C)(=O)O (acetic acid), [OH-].[Na+] (sodium hydroxide). Run at time 30 minute. Yields the product ClC1(CC1)C(CC1=C(C=CC=C1)Cl)(CN1N=CN=C1S(=O)(=O)C)O (2-(1-chloro-cyclopropyl)-1-(2-chlorophenyl)-3-(5-methylsulphonyl-1,2,4-triazol-1-yl)-propan-2-ol). Isolated yield 51.0%. As a reaction SMILES: [Cl:1][C:2]1([C:5]([OH:22])([CH2:14][N:15]2[C:19]([S:20][CH3:21])=[N:18][CH:17]=[N:16]2)[CH2:6][C:7]2[CH:12]=[CH:11][CH:10]=[CH:9][C:8]=2[Cl:13])[CH2:4][CH2:3]1.OO.[OH-:25].[Na+].C(O)(=[O:29])C>>[Cl:1][C:2]1([C:5]([OH:22])([CH2:14][N:15]2[C:19]([S:20]([CH3:21])(=[O:29])=[O:25])=[N:18][CH:17]=[N:16]2)[CH2:6][C:7]2[CH:12]=[CH:11][CH:10]=[CH:9][C:8]=2[Cl:13])[CH2:4][CH2:3]1 |f:2.3|. Reported procedure: A solution of 3.57 g (10 mmol) of 2-(1-chlorocyclopropyl)-1-(2-chlorophenyl)-3-(5-methylthio-1,2,4-triazol-1-yl)-propan-2-ol in 40 ml of glacial acetic acid is treated dropwise at 90° C. with stirring with 4 ml of an aqueous hydrogen peroxide solution (35% strength). After the addition has ended, stirring of the reaction mixture is continued at 90° C. for 30 minutes, and the mixture is then cooled to room temperature, treated with ice and rendered alkaline by adding aqueous sodium hydroxide solu... Reactants: CC(=O)C.OS(=O)(=O)O.O=[Cr](=O)=O (Jones reagent), ClC1=C(OCCCO)C=CC(=C1)Cl (3-(2,4-dichlorophenoxy)-1-propanol), C(C)(C)O (isopropanol). The solvent is CC(=O)C (acetone). The product is ClC1=C(OCCC(=O)O)C=CC(=C1)Cl (3-(2,4-Dichlorophenoxy)propionic acid). Isolated yield 91.5%. As a reaction SMILES: CC(C)=[O:3].OS(O)(=O)=O.O=[Cr](=O)=O.[Cl:14][C:15]1[CH:25]=[C:24]([Cl:26])[CH:23]=[CH:22][C:16]=1[O:17][CH2:18][CH2:19][CH2:20][OH:21].C(O)(C)C>CC(C)=O>[Cl:14][C:15]1[CH:25]=[C:24]([Cl:26])[CH:23]=[CH:22][C:16]=1[O:17][CH2:18][CH2:19][C:20]([OH:3])=[O:21] |f:0.1.2|. Procedure: Jones reagent (2.3M, 0.283L, 0.650 mol, CrO3 /H2SO4) is added to a solution of 3-(2,4-dichlorophenoxy)-1-propanol (71.87 g, 0.325 mol) in acetone while maintaining the temperature of the reaction mixture below 40° C. After the addition is complete, isopropanol is added and the reaction mixture is filtered through diatomaceous earth. The filtrate is concentrated in vacuo to give a blue-green solid which is partitioned between ether and water. The organic phase is separated, washed with brine, dri... The reactants are O1C(=CC=C1CO)CO (furan-2,5-dimethanol), N1=CC=CC=C1 (pyridine), S(=O)(Cl)Cl (thionyl chloride), C(Cl)(Cl)Cl (chloroform), C(Cl)(Cl)Cl (chloroform). Conditions: temperature -40 celsius, time 0.5 hour. Product: ClCC=1OC(=CC1)CCl (2,5-bis-(chloromethyl)furan). RXN SMILES: [O:1]1[C:5](CO)=[CH:4][CH:3]=[C:2]1[CH2:8]O.N1C=CC=CC=1.S(Cl)([Cl:18])=O.[CH:20]([Cl:23])(Cl)Cl>>[Cl:18][CH2:8][C:2]1[O:1][C:5]([CH2:20][Cl:23])=[CH:4][CH:3]=1. Procedure: To a stirred solution of furan-2,5-dimethanol (25 mg, 0.2 mol) and pyridine (38.4 g, 0.48 mol) in a dry chloroform (120 mL) was added dropwise a solution of thionyl chloride (52.4 g, 0.44 mol) in dry chloroform (80 mL) at -40° C. (Ar) for 1.5 h. After addition, the mixture was stirred at -40° C. for 0.5 h then warmed to 0° C. for 0.5 h. After quenching with ice water (300 mL), the organic phase was washed with 5% sodium hydroxide (10 mL), dried, then evaporated to give a light brown oil. The bro... Reactants: [Br-], C[Mg+], CON(C)C(=O)c1ccc(-n2cccn2)nc1, C1CCOC1. Yields the product CC(=O)c1ccc(-n2cccn2)nc1. Reaction SMILES: [Br-:1].[CH3:2][Mg+:3].[CH3:4][O:5][N:6]([C:7]([c:8]1[cH:9][n:10][c:11](-[n:14]2[n:15][cH:16][cH:17][cH:18]2)[cH:12][cH:13]1)=[O:19])[CH3:20].[O:21]1[CH2:22][CH2:23][CH2:24][CH2:25]1>>[CH3:2][C:7]([c:8]1[cH:9][n:10][c:11](-[n:14]2[n:15][cH:16][cH:17][cH:18]2)[cH:12][cH:13]1)=[O:19]. The reactants are BrC1=CN=C(C=2N1C=CN2)NC=2SC(=CN2)CO[Si](C)(C)C(C)(C)C (N-(5-bromoimidazo[1,2-a]pyrazin-8-yl)-5-((tert-butyldimethylsilyloxy)methyl)thiazol-2-amine), CCCC[N+](CCCC)(CCCC)CCCC.[F-] (TBAF). Run in C1CCOC1 (THF). Reaction conditions: time 8 hour. The product is BrC1=CN=C(C=2N1C=CN2)NC=2SC(=CN2)CO ((2-(5-bromoimidazo[1,2-a]pyrazin-8-ylamino)thiazol-5-yl)methanol). The yield is 70.1%. RXN SMILES: [Br:1][C:2]1[N:7]2[CH:8]=[CH:9][N:10]=[C:6]2[C:5]([NH:11][C:12]2[S:13][C:14]([CH2:17][O:18][Si](C(C)(C)C)(C)C)=[CH:15][N:16]=2)=[N:4][CH:3]=1.CCCC[N+](CCCC)(CCCC)CCCC.[F-]>C1COCC1>[Br:1][C:2]1[N:7]2[CH:8]=[CH:9][N:10]=[C:6]2[C:5]([NH:11][C:12]2[S:13][C:14]([CH2:17][OH:18])=[CH:15][N:16]=2)=[N:4][CH:3]=1 |f:1.2|. Procedure: The product of Step 1 (0.125 g, 0.28 mmol) is dissolved in THF (2 mL). To this solution is added TBAF solution (1M in THF, 0.31 mL, 0.31 mmol) and the reaction is stirred at room temperature overnight. The reaction is condensed and the residue purified by gradient column chromatography eluting with dichloromethane—5% methanolic ammonia (7 N) in dichloromethane to give the alcohol (64 mg, 69%). LCMS: Rt 2.54 min (97.7%). MS (MH+, m/z) 326. As a reaction SMILES: [CH2:1]([O:8][C:9]([N:11]1[CH2:15][CH2:14][CH2:13][CH:12]1[C:16](=[O:31])[NH:17][C:18]1[S:19][CH:20]=[C:21]([C:23]2[CH:28]=[CH:27][C:26]([C:29]#[N:30])=[CH:25][CH:24]=2)[N:22]=1)=[O:10])[C:2]1[CH:7]=[CH:6][CH:5]=[CH:4][CH:3]=1.[BH4-].[Na+]>CCO>[CH2:1]([O:8][C:9]([N:11]1[CH2:15][CH2:14][CH2:13][CH:12]1[C:16](=[O:31])[NH:17][C:18]1[S:19][CH:20]=[C:21]([C:23]2[CH:28]=[CH:27][C:26]([CH2:29][NH2:30])=[CH:25][CH:24]=2)[N:22]=1)=[O:10])[C:2]1[CH:7]=[CH:6][CH:5]=[CH:4][CH:3]=1 |f:1.2|. Run in CCO (EtOH). Reaction conditions: time 4 hour. Reactants: C(C1=CC=CC=C1)OC(=O)N1C(CCC1)C(NC=1SC=C(N1)C1=CC=C(C=C1)C#N)=O (2-[4-(4-Cyano-phenyl)-thiazol-2-ylcarbamoyl]-pyrrolidine-1-carboxylic acid benzyl ester), [BH4-].[Na+] (NaBH4), CoCl2. Procedure: 2-[4-(4-Cyano-phenyl)-thiazol-2-ylcarbamoyl]-pyrrolidine-1-carboxylic acid benzyl ester (100 mg, 0.23 mmol) was suspended in 10 mL of dry EtOH. To this suspension was added NaBH4 (12.8 mg, 0.46 mmol) followed by CoCl2 (60 mg, 0.46 mmol). Reaction mixture was stirred at room temperature for 4 hours. Reaction mixture was filtered and filtrate concentrated under reduced pressure to yield crude product which was then purified using reverse phase HPLC. MS: 433.1 (M+H+); H1 NMR (MeOH-d4): δ(ppm) 8.00 ... Yields the product C(C1=CC=CC=C1)OC(=O)N1C(CCC1)C(NC=1SC=C(N1)C1=CC=C(C=C1)CN)=O (2-[4-(4-Aminomethyl-phenyl)-thiazol-2-ylcarbamoyl]-pyrrolidine-1-carboxylic acid benzyl ester).